Task: describe an organic reaction: reactants, conditions, products, and yield. Dataset: the Open Reaction Database (ORD), a public repository of structured organic reaction records The reactants are CC=1C(=NC=CC1OCC(F)(F)F)CS(=O)C1=NC2=C(N1)C=CC=C2 (2-[[[3-Methyl-4-(2,2,2-trifluoroethoxy)-2-pyridyl]methyl]sulfinyl]-1H-benzimidazole), N1=CC(=CC=C1)S(=O)(=O)Cl (Pyridine-3-sulfonyl chloride). Run in ClCCl (dichloromethane), C(C)N(CC)CC (triethylamine). Reaction conditions: time 5 hour. The product is N1=CC(=CC=C1)S(=O)(=O)N1C(=NC2=C1C=CC=C2)S(=O)CC2=NC=CC(=C2C)OCC(F)(F)F (1-(pyridine-3-sulfonyl)-2-[(3-methyl-4-(2,2,2-trifluoroethoxy)-2-pyridyl)methylsulfinyl]-1H-benzimidazole). Yield: 68.0%. Reaction SMILES: [CH3:1][C:2]1[C:3]([CH2:14][S:15]([C:17]2[NH:21][C:20]3[CH:22]=[CH:23][CH:24]=[CH:25][C:19]=3[N:18]=2)=[O:16])=[N:4][CH:5]=[CH:6][C:7]=1[O:8][CH2:9][C:10]([F:13])([F:12])[F:11].[N:26]1[CH:31]=[CH:30][CH:29]=[C:28]([S:32](Cl)(=[O:34])=[O:33])[CH:27]=1>ClCCl.C(N(CC)CC)C>[N:26]1[CH:31]=[CH:30][CH:29]=[C:28]([S:32]([N:21]2[C:20]3[CH:22]=[CH:23][CH:24]=[CH:25][C:19]=3[N:18]=[C:17]2[S:15]([CH2:14][C:3]2[C:2]([CH3:1])=[C:7]([O:8][CH2:9][C:10]([F:13])([F:11])[F:12])[CH:6]=[CH:5][N:4]=2)=[O:16])(=[O:34])=[O:33])[CH:27]=1. Procedure: 2-[[[3-Methyl-4-(2,2,2-trifluoroethoxy)-2-pyridyl]methyl]sulfinyl]-1H-benzimidazole (370 mg) was dissolved in 20 ml of dichloromethane and 1 ml of triethylamine. Pyridine-3-sulfonyl chloride (195 mg) was added and stirred in ice-bath for 5 hr. Dichloromethane layer was washed with an aqueous solution composed of 0.1M NaCl and 0.1M sodium bicarbonate. Dichloromethane layer was dried over anhydrous magnesium sulfate. Solvent was removed under reduced pressure. Residual material was precipitated by... The reactants are CC(C)(C)OC(=O)N1CCC(Oc2ccc(CC(=O)O)c(OCC(F)(F)F)c2)CC1, ClCCCl, CCN(C(C)C)C(C)C, O=C1CCc2ccccc2N1C1CCNCC1, CN(C)C=O, On1nnc2ccccc21. Yields the product CC(C)(C)OC(=O)N1CCC(Oc2ccc(CC(=O)N3CCC(N4C(=O)CCc5ccccc54)CC3)c(OCC(F)(F)F)c2)CC1. As a reaction SMILES: [C:1]([CH3:2])([CH3:3])([CH3:4])[O:5][C:6](=[O:7])[N:8]1[CH2:9][CH2:10][CH:11]([O:14][c:15]2[cH:16][c:17]([O:25][CH2:26][C:27]([F:28])([F:29])[F:30])[c:18]([CH2:21][C:22](=[O:23])[OH:24])[cH:19][cH:20]2)[CH2:12][CH2:13]1.[CH2:72]([Cl:73])[CH2:74][Cl:75].[CH:58]([N:59]([CH2:60][CH3:61])[CH:62]([CH3:63])[CH3:64])([CH3:65])[CH3:66].[NH:31]1[CH2:32][CH2:33][CH:34]([N:37]2[C:38](=[O:47])[CH2:39][CH2:40][c:41]3[cH:42][cH:43][cH:44][cH:45][c:46]32)[CH2:35][CH2:36]1.[O:67]=[CH:68][N:69]([CH3:70])[CH3:71].[OH:48][n:49]1[c:50]2[c:51]([cH:52][cH:53][cH:54][cH:55]2)[n:56][n:57]1>>[C:1]([CH3:2])([CH3:3])([CH3:4])[O:5][C:6](=[O:7])[N:8]1[CH2:9][CH2:10][CH:11]([O:14][c:15]2[cH:16][c:17]([O:25][CH2:26][C:27]([F:28])([F:29])[F:30])[c:18]([CH2:21][C:22](=[O:23])[N:31]3[CH2:32][CH2:33][CH:34]([N:37]4[C:38](=[O:47])[CH2:39][CH2:40][c:41]5[cH:42][cH:43][cH:44][cH:45][c:46]54)[CH2:35][CH2:36]3)[cH:19][cH:20]2)[CH2:12][CH2:13]1. Reactants: COC(CC[C@@H](C)[C@H]1CC[C@H]2[C@@H]3C(\C(\[C@@H]4C[C@@H](CC[C@]4(C)[C@H]3CC[C@]12C)O)=C/C)=O)=O (Z-3α-hydroxy-6-ethylidene-7-keto-5β-cholan-24-oic acid methyl ester), [OH-].[Na+] (NaOH). Reported procedure: reacting E/Z-3α-hydroxy-6-ethylidene-7-keto-5β-cholan-24-oic acid methyl ester (4A) with NaOH to form E/Z-3α-hydroxy-6-ethylidene-7-keto-5β-cholan-24-oic acid (5A), The product is O[C@H]1C[C@H]2/C(/C([C@H]3[C@@H]4CC[C@H]([C@@H](CCC(=O)O)C)[C@]4(CC[C@@H]3[C@]2(CC1)C)C)=O)=C/C (Z-3α-hydroxy-6-ethylidene-7-keto-5β-cholan-24-oic acid). As a reaction SMILES: C[O:2][C:3](=[O:31])[CH2:4][CH2:5][C@H:6]([C@@H:8]1[C@:25]2([CH3:26])[C@H:11]([C@H:12]3[C@H:22]([CH2:23][CH2:24]2)[C@:20]2([CH3:21])[C@@H:15]([CH2:16][C@H:17]([OH:27])[CH2:18][CH2:19]2)/[C:14](=[CH:28]/[CH3:29])/[C:13]3=[O:30])[CH2:10][CH2:9]1)[CH3:7].[OH-].[Na+]>>[OH:27][C@@H:17]1[CH2:18][CH2:19][C@@:20]2([CH3:21])[C@H:15](/[C:14](=[CH:28]/[CH3:29])/[C:13](=[O:30])[C@@H:12]3[C@@H:22]2[CH2:23][CH2:24][C@@:25]2([CH3:26])[C@H:11]3[CH2:10][CH2:9][C@@H:8]2[C@H:6]([CH3:7])[CH2:5][CH2:4][C:3]([OH:31])=[O:2])[CH2:16]1 |f:1.2|. Reactants: FC1=CC2=C(C(=CO2)COC2=C3C=C(NC3=CC=C2)C(=O)O)C=C1 (4-(6-Fluoro-benzofuran-3-ylmethoxy)-1H-indole-2-carboxylic acid), Cl.Cl.Cl.NC1CCN(CC1)CCN1C[C@@H]([C@H](CC1)O)C ((3S,4S)-1-[2-(4-Amino-piperidin-1-yl)-ethyl]-3-methyl-piperidin-4-ol trihydrochloride). Yields the product Cl.Cl.O[C@@H]1[C@H](CN(CC1)CCN1CCC(CC1)NC(=O)C=1NC2=CC=CC(=C2C1)OCC1=COC2=C1C=CC(=C2)F)C (4-(6-Fluoro-benzofuran-3-ylmethoxy)-1H-indole-2-carboxylic acid {1-[2-((3S,4S)-4-hydroxy-3-methyl-piperidin-1-yl)-ethyl]-piperidin-4-yl}-amide dihydrochloride). As a reaction SMILES: [F:1][C:2]1[CH:24]=[CH:23][C:5]2[C:6]([CH2:9][O:10][C:11]3[CH:19]=[CH:18][CH:17]=[C:16]4[C:12]=3[CH:13]=[C:14]([C:20](O)=[O:21])[NH:15]4)=[CH:7][O:8][C:4]=2[CH:3]=1.[ClH:25].Cl.Cl.[NH2:28][CH:29]1[CH2:34][CH2:33][N:32]([CH2:35][CH2:36][N:37]2[CH2:42][CH2:41][C@H:40]([OH:43])[C@@H:39]([CH3:44])[CH2:38]2)[CH2:31][CH2:30]1>>[ClH:25].[ClH:25].[OH:43][C@H:40]1[CH2:41][CH2:42][N:37]([CH2:36][CH2:35][N:32]2[CH2:31][CH2:30][CH:29]([NH:28][C:20]([C:14]3[NH:15][C:16]4[C:12]([CH:13]=3)=[C:11]([O:10][CH2:9][C:6]3[C:5]5[CH:23]=[CH:24][C:2]([F:1])=[CH:3][C:4]=5[O:8][CH:7]=3)[CH:19]=[CH:18][CH:17]=4)=[O:21])[CH2:34][CH2:33]2)[CH2:38][C@@H:39]1[CH3:44] |f:1.2.3.4,5.6.7|. Procedure details: This compound is synthesized from 4-(6-fluoro-benzofuran-3-ylmethoxy)-1H-indole-2-carboxylic acid (106, see example 55) and amine 14 analogously to the method described in example 1. The reactants are [OH-].[Na+] (NaOH), CN1N=C(C(=C1)C1=CC=NC=C1)C1=CC=C(C=C1)O (4-(1-methyl-4-(pyridin-4-yl)-1H-pyrazol-3-yl)phenol), N1=C(C=CC2=CC=CC=C12)C(C)O (1-(quinolin-2-yl)ethanol), C1(=CC=CC=C1)P(C1=CC=CC=C1)C1=CC=CC=C1 (triphenylphosphine), C(C)(C)(C)OC(=O)[N+](=[N-])C(=O)OC(C)(C)C (di-t-butyldiazodicarboxylate). The solvent is O1CCOCC1 (p-dioxane). Reaction conditions: temperature 60 celsius. The product is CN1N=C(C(=C1)C1=CC=NC=C1)C1=CC=C(OC(C)C2=NC3=CC=CC=C3C=C2)C=C1 (2-(1-(4-(1-methyl-4-(pyridin-4-yl)-1H-pyrazol-3-yl)phenoxy)ethyl)quinoline). RXN SMILES: [CH3:1][N:2]1[CH:6]=[C:5]([C:7]2[CH:12]=[CH:11][N:10]=[CH:9][CH:8]=2)[C:4]([C:13]2[CH:18]=[CH:17][C:16]([OH:19])=[CH:15][CH:14]=2)=[N:3]1.[N:20]1[C:29]2[C:24](=[CH:25][CH:26]=[CH:27][CH:28]=2)[CH:23]=[CH:22][C:21]=1[CH:30](O)[CH3:31].C1(P(C2C=CC=CC=2)C2C=CC=CC=2)C=CC=CC=1.C(OC([N+](C(OC(C)(C)C)=O)=[N-])=O)(C)(C)C.[OH-].[Na+]>O1CCOCC1>[CH3:1][N:2]1[CH:6]=[C:5]([C:7]2[CH:8]=[CH:9][N:10]=[CH:11][CH:12]=2)[C:4]([C:13]2[CH:18]=[CH:17][C:16]([O:19][CH:30]([C:21]3[CH:22]=[CH:23][C:24]4[C:29](=[CH:28][CH:27]=[CH:26][CH:25]=4)[N:20]=3)[CH3:31])=[CH:15][CH:14]=2)=[N:3]1 |f:4.5|. Reported procedure: A mixture of 4-(1-methyl-4-(pyridin-4-yl)-1H-pyrazol-3-yl)phenol (75 mg, 0.30 mmol) and 1-(quinolin-2-yl)ethanol (78 mg, 0.45 mmol) in p-dioxane (2 mL) was treated sequentially at RT with triphenylphosphine (126 mg, 0.48 mmol) and di-t-butyldiazodicarboxylate (110 mg, 0.48 mmol) and the mixture was heated at 60° C. for 4 h. Aqueous 2N NaOH was added and the mixture extracted with dichloromethane. The organic layers were dried, concentrated, and the residue purified on silica gel eluted with a gr... Starting materials: C(=O)[C@H]1N(CC2=CC=CC=C2C1)C(=O)OC(C)(C)C ((S)-tert-butyl 3-formyl-3,4-dihydroisoquinoline-2(1H)-carboxylate), N1CCC(CC1)O (piperidin-4-ol). Product: C1N[C@@H](CC2=CC=CC=C12)CN1CCC(CC1)O ((S)-1-((1,2,3,4-Tetrahydroisoquinolin-3-yl)methyl)piperidin-4-ol). As a reaction SMILES: [CH:1]([C@@H:3]1[CH2:12][C:11]2[C:6](=[CH:7][CH:8]=[CH:9][CH:10]=2)[CH2:5][N:4]1C(OC(C)(C)C)=O)=O.[NH:20]1[CH2:25][CH2:24][CH:23]([OH:26])[CH2:22][CH2:21]1>>[CH2:5]1[C:6]2[C:11](=[CH:10][CH:9]=[CH:8][CH:7]=2)[CH2:12][C@@H:3]([CH2:1][N:20]2[CH2:25][CH2:24][CH:23]([OH:26])[CH2:22][CH2:21]2)[NH:4]1. Procedure details: Following a procedure analogous to that for the synthesis of Example 107, (S)-tert-butyl 3-formyl-3,4-dihydroisoquinoline-2(1H)-carboxylate (57 mg, 0.22 mmol) and piperidin-4-ol (26 mg, 0.26 mmol) provided a crude oil which was used without purification in the preparation of Example 110. MS(ESI+) m/z 247.2 (M+H)+. Reactants: C1CCOC1, [Li]CCCC, CCOC(=O)Cc1ccccc1, CC#N, [Na+], [OH-]. Yields the product N#CCC(=O)Cc1ccccc1. RXN SMILES: [CH2:23]1[O:24][CH2:25][CH2:26][CH2:27]1.[CH2:4]([Li:5])[CH2:6][CH2:7][CH3:8].[CH2:9]([O:11][C:12](=[O:10])[CH2:13][c:14]1[cH:15][cH:16][cH:17][cH:18][cH:19]1)[CH3:20].[CH3:1][C:2]#[N:3].[Na+:22].[OH-:21]>>[CH2:1]([C:2]#[N:3])[C:12](=[O:11])[CH2:13][c:14]1[cH:15][cH:16][cH:17][cH:18][cH:19]1. Starting materials: C([O-])(O)=O.[Na+] (sodium bicarbonate), N1(CCCCC1)N (piperidine amine), C(C)(=O)Cl (acetyl chloride), C(C)(C)N(CC)C(C)C (diisopropylethylamine). Solvent: C(Cl)Cl (methylene chloride). Product: N1(CCCCC1)CC(=O)N (piperidine acetamide). The yield is 100.0%. As a reaction SMILES: [N:1]1(N)[CH2:6][CH2:5][CH2:4][CH2:3][CH2:2]1.[CH:8]([N:11](C(C)C)CC)(C)[CH3:9].C(Cl)(=[O:19])C.C(=O)(O)[O-].[Na+]>C(Cl)Cl>[N:1]1([CH2:9][C:8]([NH2:11])=[O:19])[CH2:6][CH2:5][CH2:4][CH2:3][CH2:2]1 |f:3.4|. Reported procedure: To a solution of the piperidine amine obtained above (676 mg, 1.59 mmol) in methylene chloride (25 mL) was added diisopropylethylamine (616 mg, 849 uL, 4.77 mmol), followed by acetyl chloride (162 mg, 156 uL, 2.06 mmol). The mixture was stirred at room temperature over night. The reaction mixture was poured into saturated aqueous sodium bicarbonate and extracted with additional methylene chloride. The extracts were combined, washed with brine, dried over sodium sulfate, filtered, dried and conce... Run at time 10 minute. Starting materials: CN(S(=O)(=O)N1C(=NC2=C1C=C(C=C2)OC(C)=O)NC(C)=O)C (1-Dimethylaminosulfonyl-2-acetamido-6-acetoxybenzimidazole), OO (hydrogen peroxide), Cl (hydrochloric acid). RXN SMILES: [CH3:1][N:2]([CH3:23])[S:3]([N:6]1[C:10]2[CH:11]=[C:12]([O:15]C(=O)C)[CH:13]=[CH:14][C:9]=2[N:8]=[C:7]1[NH:19][C:20](=[O:22])[CH3:21])(=[O:5])=[O:4].OO.Cl>CN(C)C=O>[CH3:23][N:2]([CH3:1])[S:3]([N:6]1[C:10]2[CH:11]=[C:12]([OH:15])[CH:13]=[CH:14][C:9]=2[N:8]=[C:7]1[NH:19][C:20](=[O:22])[CH3:21])(=[O:4])=[O:5]. Yields the product CN(S(=O)(=O)N1C(=NC2=C1C=C(C=C2)O)NC(C)=O)C (1-Dimethylaminosulfonyl-2-acetamido-6-hydroxybenzimidazole). Solvent: CN(C=O)C (dimethylformamide). Reported procedure: 1-Dimethylaminosulfonyl-2-acetamido-6-acetoxybenzimidazole, 170 mg. (0.50 mmole), was dissolved in 3.0 ml. of dimethylformamide and 2.0 ml. of pH 10.0 buffer was added. One-half milliter of three percent hydrogen peroxide was added to the reaction mixture. The reaction mixture was allowed to stir at room temperature for about 10 minutes. The mixture was poured into 50 ml. of 0.1 N hydrochloric acid. The acid mixture was extracted with chloroform. The extract was washed successively with water an...